Dataset: the Open Reaction Database (ORD), a public repository of structured organic reaction records. Task: describe an organic reaction: reactants, conditions, products, and yield The reactants are C(C)(=O)OC (methyl acetate). The reagents and catalysts are [OH-].[K+] (potassium hydroxide). Solvent: OCC(O)CO (glycerine). Product: C(C)(=O)OCC(OC(C)=O)COC(C)=O (Glycerine triacetate). As a reaction SMILES: [C:1]([O:4][CH3:5])(=[O:3])[CH3:2]>[OH-].[K+].OCC(CO)O>[C:1]([O:4][CH2:5][CH:5]([CH2:5][O:4][C:1](=[O:3])[CH3:2])[O:4][C:1](=[O:3])[CH3:2])(=[O:3])[CH3:2] |f:1.2|. Reported procedure: Glycerine triacetate was prepared by the reaction of crude glycerine obtained in stage (2) with methyl acetate in the presence of potassium hydroxide as a catalyst, according to the procedure described by E. Fischer, B.53, 1640 (1920).